From a dataset of the Open Reaction Database (ORD), a public repository of structured organic reaction records. describe an organic reaction: reactants, conditions, products, and yield The reactants are N1=C(C=CC=C1)C1=CC=C(C(=O)O)C=C1 (4-(pyrid-2-yl)benzoic acid), [H-].[Al+3].[Li+].[H-].[H-].[H-] (lithium aluminum hydride). The solvent is O1CCCC1 (tetrahydrofuran), O1CCCC1 (tetrahydrofuran). Conditions: time 3 hour. The product is N1=C(C=CC=C1)C1=CC=C(CO)C=C1 (4-(Pyrid-2-yl)benzyl alcohol). RXN SMILES: [N:1]1[CH:6]=[CH:5][CH:4]=[CH:3][C:2]=1[C:7]1[CH:15]=[CH:14][C:10]([C:11](O)=[O:12])=[CH:9][CH:8]=1.[H-].[Al+3].[Li+].[H-].[H-].[H-]>O1CCCC1>[N:1]1[CH:6]=[CH:5][CH:4]=[CH:3][C:2]=1[C:7]1[CH:8]=[CH:9][C:10]([CH2:11][OH:12])=[CH:14][CH:15]=1 |f:1.2.3.4.5.6|. Procedure: To a solution of 4-(pyrid-2-yl)benzoic acid(1.01 g, 5.09 mmol) in tetrahydrofuran (15 mL) at 0° C. was added 1.0M lithium aluminum hydride in tetrahydrofuran (5.09 mL, 5.09 mmol) over 10 minutes. The reaction was allowed to stir at ambient temperature for 3 hours, cooled to 0° C., and quenched by dropwise addition of water (0.25 mL), 4N aq. NaOH (0.25 mL), and water (0.75 mL). The reaction was filtered through a pad of Celite and the filtrate evaporated in vacuo. The residue was chromatographed ... The reactants are CC(C)(C)C(=O)NC1CCNC1, N#Cc1ccc2nc(Cl)ccc2c1. Yields the product CC(C)(C)C(=O)NC1CCN(c2ccc3cc(C#N)ccc3n2)C1. Reaction SMILES: [CH3:14][C:15]([C:16](=[O:17])[NH:18][CH:19]1[CH2:20][NH:21][CH2:22][CH2:23]1)([CH3:24])[CH3:25].[Cl:1][c:2]1[n:3][c:4]2[cH:5][cH:6][c:7]([C:12]#[N:13])[cH:8][c:9]2[cH:10][cH:11]1>>[c:2]1([N:21]2[CH2:20][CH:19]([NH:18][C:16]([C:15]([CH3:14])([CH3:24])[CH3:25])=[O:17])[CH2:23][CH2:22]2)[n:3][c:4]2[cH:5][cH:6][c:7]([C:12]#[N:13])[cH:8][c:9]2[cH:10][cH:11]1. Starting materials: Clc1cccc(Cl)c1NC1=NCCN1, C1CCOC1, O=C(O)c1ccc2ccccc2n1. Yields the product O=C(c1ccc2ccccc2n1)N1CCN=C1Nc1c(Cl)cccc1Cl. RXN SMILES: [Cl:14][c:15]1[c:16]([NH:22][C:23]2=[N:27][CH2:26][CH2:25][NH:24]2)[c:17]([Cl:21])[cH:18][cH:19][cH:20]1.[O:28]1[CH2:29][CH2:30][CH2:31][CH2:32]1.[OH:1][C:2](=[O:3])[c:4]1[cH:5][cH:6][c:7]2[cH:8][cH:9][cH:10][cH:11][c:12]2[n:13]1>>[C:2](=[O:3])([c:4]1[cH:5][cH:6][c:7]2[cH:8][cH:9][cH:10][cH:11][c:12]2[n:13]1)[N:27]1[C:23]([NH:22][c:16]2[c:15]([Cl:14])[cH:20][cH:19][cH:18][c:17]2[Cl:21])=[N:24][CH2:25][CH2:26]1. Reactants: N1CCOCC1 (morpholine), ClC1=CC(=C(N=N1)C1=CC=C2C(=CC=NC2=N1)NC1=NC=C(C=C1)C(F)(F)F)C(F)(F)F (7-[6-chloro-4-(trifluoromethyl)pyridazin-3-yl]-N-[5-(trifluoromethyl)pyridin-2-yl]-1,8-naphthyridin-4-amine), [F-].[Cs+] (CsF), [F-].[Cs+] (CsF), C(=O)(O)[O-].[Na+] (NaHCO3). Solvent: CS(=O)C (DMSO), CN(C(C)=O)C (N,N-dimethylacetamide), CCOC(=O)C (EtOAc). Reaction conditions: temperature 80 celsius. Product: N1(CCOCC1)C1=CC(=C(N=N1)C1=CC=C2C(=CC=NC2=N1)NC1=NC=C(C=C1)C(F)(F)F)C(F)(F)F (7-[6-Morpholin-4-yl-4-(trifluoromethyl)pyridazin-3-yl]-N-[5-(trifluoromethyl)pyridin-2-yl]-1,8-naphthyridin-4-amine). Reaction SMILES: [F-].[Cs+].Cl[C:4]1[N:9]=[N:8][C:7]([C:10]2[N:19]=[C:18]3[C:13]([C:14]([NH:20][C:21]4[CH:26]=[CH:25][C:24]([C:27]([F:30])([F:29])[F:28])=[CH:23][N:22]=4)=[CH:15][CH:16]=[N:17]3)=[CH:12][CH:11]=2)=[C:6]([C:31]([F:34])([F:33])[F:32])[CH:5]=1.[NH:35]1[CH2:40][CH2:39][O:38][CH2:37][CH2:36]1.C([O-])(O)=O.[Na+]>CN(C)C(=O)C.CCOC(C)=O.CS(C)=O>[N:35]1([C:4]2[N:9]=[N:8][C:7]([C:10]3[N:19]=[C:18]4[C:13]([C:14]([NH:20][C:21]5[CH:26]=[CH:25][C:24]([C:27]([F:30])([F:29])[F:28])=[CH:23][N:22]=5)=[CH:15][CH:16]=[N:17]4)=[CH:12][CH:11]=3)=[C:6]([C:31]([F:34])([F:33])[F:32])[CH:5]=2)[CH2:40][CH2:39][O:38][CH2:37][CH2:36]1 |f:0.1,4.5|. Reported procedure: Place CsF (50 mg, 0.33 mmol) in an empty flask. Dissolve 7-[6-chloro-4-(trifluoromethyl)pyridazin-3-yl]-N-[5-(trifluoromethyl)pyridin-2-yl]-1,8-naphthyridin-4-amine (19 mg, 0.04 mmol) in N,N-dimethylacetamide (0.2 mL) and add to the CsF. Next, add a solution of morpholine (0.2M toluene, 0.24 mL) and DMSO (0.2 mL). Heat the mixture overnight at 80° C. Cool to room temperature and add EtOAc (1 mL) and sat. NaHCO3 (aq) (1 mL). Extract the organic layer and place directly on an SCX ion-exchange colu... Reaction SMILES: [CH2:1]([O:3][C:4]1[C:9]2[O:10][CH:11]([CH3:15])[C:12](=[O:14])[NH:13][C:8]=2[CH:7]=[C:6]([CH:16]=O)[CH:5]=1)[CH3:2].Cl.Cl.[CH2:20]([NH:22][C:23](=[O:37])[C:24]1[CH:29]=[CH:28][C:27]([N:30]2[CH2:35][CH2:34][NH:33][CH2:32][CH2:31]2)=[C:26]([CH3:36])[CH:25]=1)[CH3:21]>>[CH2:1]([O:3][C:4]1[C:9]2[O:10][CH:11]([CH3:15])[C:12](=[O:14])[NH:13][C:8]=2[CH:7]=[C:6]([CH2:16][N:33]2[CH2:32][CH2:31][N:30]([C:27]3[CH:28]=[CH:29][C:24]([C:23]([NH:22][CH2:20][CH3:21])=[O:37])=[CH:25][C:26]=3[CH3:36])[CH2:35][CH2:34]2)[CH:5]=1)[CH3:2] |f:1.2.3|. Product: C(C)OC1=CC(=CC2=C1OC(C(N2)=O)C)CN2CCN(CC2)C2=C(C=C(C(=O)NCC)C=C2)C (4-(4-((8-Ethoxy-2-methyl-3-oxo-3,4-dihydro-2H-benzo[b][1,4]oxazin-6-yl)methyl)piperazin-1-yl)-N-ethyl-3-methylbenzamide). Procedure details: Using 398B and N-ethyl-3-methyl-4-(piperazin-1-yl)benzamide-2HCl in the general procedure for reductive aminations, the title compound was obtained as a white solid: 1H NMR (400 MHz, DMSO-d6) δ ppm 1.09 (t, J=7.07 Hz, 3H) 1.32 (t, J=6.95 Hz, 3H) 1.40 (d, J=6.57 Hz, 3H) 2.26 (s, 3H) 2.51-2.59 (m, 4H) 2.88 (br. s., 4H) 3.19-3.29 (m, 2H) 3.42 (s, 2H) 3.98-4.09 (m, 2H) 4.55-4.64 (m, 1H) 6.51 (d, J=1.52 Hz, 1H) 6.63 (d, J=1.52 Hz, 1H) 7.02 (d, J=8.34 Hz, 1H) 7.55-7.69 (m, 2H) 8.26 (t, J=5.56 Hz, 1H) ... The reactants are C(C)OC1=CC(=CC2=C1OC(C(N2)=O)C)C=O (8-Ethoxy-2-methyl-3-oxo-3,4-dihydro-2H-benzo[b][1,4]oxazine-6-carbaldehyde), Cl.Cl.C(C)NC(C1=CC(=C(C=C1)N1CCNCC1)C)=O (N-ethyl-3-methyl-4-(piperazin-1-yl)benzamide-2HCl). Reactants: CC1Cc2ccc(-c3ccnc(C(=O)O)c3)cc2CN1c1cc(N2CCN(C)CC2)nc(N)n1, OC1CCNC1. Product: CC1Cc2ccc(-c3ccnc(C(=O)N4CCC(O)C4)c3)cc2CN1c1cc(N2CCN(C)CC2)nc(N)n1. Reaction SMILES: [NH2:1][c:2]1[n:3][c:4]([N:28]2[CH2:29][CH2:30][N:31]([CH3:34])[CH2:32][CH2:33]2)[cH:5][c:6]([N:8]2[CH2:9][c:10]3[cH:11][c:12](-[c:19]4[cH:20][c:21]([C:25](=[O:26])[OH:27])[n:22][cH:23][cH:24]4)[cH:13][cH:14][c:15]3[CH2:16][CH:17]2[CH3:18])[n:7]1.[OH:35][CH:36]1[CH2:37][NH:38][CH2:39][CH2:40]1>>[NH2:1][c:2]1[n:3][c:4]([N:28]2[CH2:29][CH2:30][N:31]([CH3:34])[CH2:32][CH2:33]2)[cH:5][c:6]([N:8]2[CH2:9][c:10]3[cH:11][c:12](-[c:19]4[cH:20][c:21]([C:25](=[O:27])[N:38]5[CH2:37][CH:36]([OH:35])[CH2:40][CH2:39]5)[n:22][cH:23][cH:24]4)[cH:13][cH:14][c:15]3[CH2:16][CH:17]2[CH3:18])[n:7]1. The reactants are C(C(C)C)C1=NN2C(C=CC=C2)=C1C1=NC(=NC=C1)SC (2-isobutyl-3-[2-(methylthio)pyrimidin-4-yl]pyrazolo[1,5-a]pyridine), C([O-])(O)=O.[Na+] (sodium bicarbonate), ClC1=CC(=CC=C1)C(=O)OO (m-chloroperbenzoic acid). Solvent: ClCCl (dichloromethane). Run at temperature 0 celsius, time 20 minute. Product: C(C(C)C)C1=NN2C(C=CC=C2)=C1C1=NC(=NC=C1)S(=O)C (2-isobutyl-3-[2-(methylsulfinyl)pyrimidin-4-yl]pyrazolo[1,5-a]pyridine). Isolated yield 99.3%. As a reaction SMILES: [CH2:1]([C:5]1[C:13]([C:14]2[CH:19]=[CH:18][N:17]=[C:16]([S:20][CH3:21])[N:15]=2)=[C:8]2[CH:9]=[CH:10][CH:11]=[CH:12][N:7]2[N:6]=1)[CH:2]([CH3:4])[CH3:3].C(=O)(O)[O-:23].[Na+].ClC1C=CC=C(C(OO)=O)C=1>ClCCl>[CH2:1]([C:5]1[C:13]([C:14]2[CH:19]=[CH:18][N:17]=[C:16]([S:20]([CH3:21])=[O:23])[N:15]=2)=[C:8]2[CH:9]=[CH:10][CH:11]=[CH:12][N:7]2[N:6]=1)[CH:2]([CH3:4])[CH3:3] |f:1.2|. Procedure details: To a cold (0° C.) solution of 2-isobutyl-3-[2-(methylthio)pyrimidin-4-yl]pyrazolo[1,5-a]pyridine (890 mg, 2.98 mmol) in dichloromethane (25 mL) was added sodium bicarbonate solid (500 mg), and m-chloroperbenzoic acid (734 mg, ˜70% pure, 2.98 mmol). The mixture was stirred at 0° C. for 20 minutes and then quenched by the addition of saturated aqueous sodium thiosulfate and saturated aqueous sodium bicarbonate. The biphasic mixture was allowed to warm to room temperature and stirred vigorously for...